describe an organic reaction: reactants, conditions, products, and yield From a dataset of the Open Reaction Database (ORD), a public repository of structured organic reaction records. Product: COC=1C=C(C=C2C1OCO2)CCC(=O)OC (methyl 3-(3-methoxy-4,5-methylenedioxyphenyl)propionate). Reaction SMILES: [CH3:1][O:2][C:3]1[CH:4]=[C:5]([CH:13]=[C:14]2[O:18][CH2:17][O:16][C:15]=12)[C:6]([CH2:8][C:9]([O:11][CH3:12])=[O:10])=O.S(=O)(=O)(O)O.[H][H]>CO.[Pd]>[CH3:1][O:2][C:3]1[CH:4]=[C:5]([CH2:6][CH2:8][C:9]([O:11][CH3:12])=[O:10])[CH:13]=[C:14]2[O:18][CH2:17][O:16][C:15]=12. The reagents and catalysts are CO (methanol), [Pd] (Pd/C). The yield is 99.9%. Starting materials: COC=1C=C(C(=O)CC(=O)OC)C=C2C1OCO2 (methyl 3-methoxy-4,5-methylenedioxybenzoylacetate), S(O)(O)(=O)=O (sulfuric acid), [H][H] (hydrogen). Procedure details: 550 mg of methyl 3-methoxy-4,5-methylenedioxybenzoylacetate (10) and 55 mg of 5% Pd/C were suspended in 10 ml of methanol containing 2 drops (about 50 mg) of concentrated sulfuric acid. The mixture was subjected to hydrogenation at normal temperature and pressure. It was confirmed by thin layer chromatography that the hydrogenation was completed when twice as much moles of hydrogen as the starting material had been absorbed. After the catalyst was filtered out and washed, the filtrate was concen... Reactants: O=C1C[C@H]([C@@H](C1)C=O)C1=CC=CC=C1 ((+−)-trans-4-Oxo-2-phenylcyclopentanecarboxaldehyde), Cl.[N+](=O)([O-])C1=CC=C(COC(=O)N(CC=C)C2CCNCC2)C=C1 (4-(N-(4-nitrobenzyloxycarbonyl)(N-allyl)amino)piperidine hydrochloride), CCN(C(C)C)C(C)C (DIPEA), C(C)(=O)O[BH-](OC(C)=O)OC(C)=O.[Na+] (sodium triacetoxyborohydride). Run in ClCCCl (1,2-dichloroethane), C(Cl)Cl (methylene chloride). Conditions: time 5 minute. The product is Cl.Cl.[N+](=O)([O-])C1=CC=C(COC(=O)N(CC=C)C2CCN(CC2)CC2CC(CC2C2=CC=CC=C2)=O)C=C1 (3-(SR)-((4-(N-(4-Nitrobenzyloxycarbonyl)-N-(allyl)amino)piperidin-1-yl)methyl)-4-(SR)-phenylcyclopentan-1-one di-hydrochloride salt). The yield is 68.1%. Reaction SMILES: [O:1]=[C:2]1[CH2:6][C@@H:5]([CH:7]=O)[C@H:4]([C:9]2[CH:14]=[CH:13][CH:12]=[CH:11][CH:10]=2)[CH2:3]1.[ClH:15].[N+:16]([C:19]1[CH:38]=[CH:37][C:22]([CH2:23][O:24][C:25]([N:27]([CH:31]2[CH2:36][CH2:35][NH:34][CH2:33][CH2:32]2)[CH2:28][CH:29]=[CH2:30])=[O:26])=[CH:21][CH:20]=1)([O-:18])=[O:17].CCN(C(C)C)C(C)C.C(O[BH-](OC(=O)C)OC(=O)C)(=O)C.[Na+]>ClCCCl.C(Cl)Cl>[ClH:15].[ClH:15].[N+:16]([C:19]1[CH:20]=[CH:21][C:22]([CH2:23][O:24][C:25]([N:27]([CH:31]2[CH2:36][CH2:35][N:34]([CH2:7][CH:5]3[CH:4]([C:9]4[CH:14]=[CH:13][CH:12]=[CH:11][CH:10]=4)[CH2:3][C:2](=[O:1])[CH2:6]3)[CH2:33][CH2:32]2)[CH2:28][CH:29]=[CH2:30])=[O:26])=[CH:37][CH:38]=1)([O-:18])=[O:17] |f:1.2,4.5,8.9.10|. Reported procedure: To a solution of (+−)-trans-4-oxo-2-phenylcyclopentanecarboxaldehyde from Step D (327 mg, 1.74 mmol) in 1,2-dichloroethane (20 mL) was added 4-(N-(4-nitrobenzyloxycarbonyl)(N-allyl)amino)piperidine hydrochloride (667 mg, 1.9 mmol) and DIPEA (0.36 mL, 2.1 mmol). After 5 min, sodium triacetoxyborohydride (740 mg, 3.5 mmol) was added and the reaction was stirred at rt for 4 h. The reaction was diluted with methylene chloride, quenched with aq. sodium carbonate and extracted 3 times with methylene c... Run at temperature -78 celsius, time 30 minute. The product is ClC(=O)N1N(CCC1=O)C1=CC=CC=C1 (2-Chloroformyl-1-phenyl-3-pyrazolidinone). Reactants: C1(=CC=CC=C1)N1NC(CC1)=O (1-phenyl-3-pyrazolidone), C(C)(C)N(CC)C(C)C (diisopropylethylamine), C(=O)(Cl)Cl (phosgene), C1(=CC=CC=C1)N1NC(CC1)=O (1-phenyl-3-pyrazolidinone), C(C)(C)N(CC)C(C)C (diisopropylethylamine). Reaction SMILES: [C:1]([Cl:4])(Cl)=[O:2].[C:5]1([N:11]2[CH2:15][CH2:14][C:13](=[O:16])[NH:12]2)[CH:10]=[CH:9][CH:8]=[CH:7][CH:6]=1.C(N(C(C)C)CC)(C)C>CC(N(C)C)=O.ClCCl.C1(C)C=CC=CC=1>[Cl:4][C:1]([N:12]1[C:13](=[O:16])[CH2:14][CH2:15][N:11]1[C:5]1[CH:6]=[CH:7][CH:8]=[CH:9][CH:10]=1)=[O:2]. Reported procedure: To a rapidly mechanically stirred--78° C. solution of dichloromethane (250 ml), containing a 1 N toluene solution of phosgene (204 ml-0.204 mole), and protected by a nitrogen atmosphere, was added a solution of 1-phenyl-3-pyrazolidinone and diisopropylethylamine in 200 ml of a 1:1 mixture of dimethylacetamide (DMA) and dichloromethane [prepared by dissolving 30.0 g(0.185 mole)1-phenyl-3-pyrazolidone in 100 ml of DMA and adding next the dichloromethane and then the diisopropylethylamine (35.5 ml,... Solvent: CC(=O)N(C)C (DMA), ClCCl (dichloromethane), C1(=CC=CC=C1)C (toluene), ClCCl (dichloromethane), CC(=O)N(C)C (dimethylacetamide), ClCCl (dichloromethane).